This data is from the Open Reaction Database (ORD), a public repository of structured organic reaction records. The task is: describe an organic reaction: reactants, conditions, products, and yield The reactants are [C-]#N, [C-]#N, CCOC(C)=O, CN1CCCC1=O, Nc1cc(Cl)c(I)cn1, [NH4+], [Zn+2], c1ccc(P(c2ccccc2)(c2ccccc2)[Pd](P(c2ccccc2)(c2ccccc2)c2ccccc2)(P(c2ccccc2)(c2ccccc2)c2ccccc2)P(c2ccccc2)(c2ccccc2)c2ccccc2)cc1. Product: N#Cc1cnc(N)cc1Cl. RXN SMILES: [C-:18]#[N:19].[C-:21]#[N:22].[CH3:100][CH2:101][O:102][C:103](=[O:104])[CH3:105].[CH3:1][N:2]1[CH2:3][CH2:4][CH2:5][C:6]1=[O:7].[NH2:8][c:9]1[n:10][cH:11][c:12]([I:16])[c:13]([Cl:15])[cH:14]1.[NH4+:17].[Zn+2:20].[cH:23]1[cH:24][cH:25][c:26]([P:27]([Pd:28]([P:29]([c:30]2[cH:31][cH:32][cH:33][cH:34][cH:35]2)([c:36]2[cH:37][cH:38][cH:39][cH:40][cH:41]2)[c:42]2[cH:43][cH:44][cH:45][cH:46][cH:47]2)([P:48]([c:49]2[cH:50][cH:51][cH:52][cH:53][cH:54]2)([c:55]2[cH:56][cH:57][cH:58][cH:59][cH:60]2)[c:61]2[cH:62][cH:63][cH:64][cH:65][cH:66]2)[P:67]([c:68]2[cH:69][cH:70][cH:71][cH:72][cH:73]2)([c:74]2[cH:75][cH:76][cH:77][cH:78][cH:79]2)[c:80]2[cH:81][cH:82][cH:83][cH:84][cH:85]2)([c:86]2[cH:87][cH:88][cH:89][cH:90][cH:91]2)[c:92]2[cH:93][cH:94][cH:95][cH:96][cH:97]2)[cH:98][cH:99]1>>[C:1](#[N:2])[c:12]1[cH:11][n:10][c:9]([NH2:8])[cH:14][c:13]1[Cl:15].